From a dataset of the Open Reaction Database (ORD), a public repository of structured organic reaction records. describe an organic reaction: reactants, conditions, products, and yield The reactants are NCCN1C(CCCC1C)C (1-(2-aminoethyl)-2,6-dimethylpiperidine), C(CC)(=O)N=C=S (propionyl isothiocyanate). Product: C(CC)(=O)NC(=S)NCCN1C(CCCC1C)C (N-Propionyl-N'[2-(2,6-dimethylpiperidino)-ethyl]thiourea). RXN SMILES: [NH2:1][CH2:2][CH2:3][N:4]1[CH:9]([CH3:10])[CH2:8][CH2:7][CH2:6][CH:5]1[CH3:11].[C:12]([N:16]=[C:17]=[S:18])(=[O:15])[CH2:13][CH3:14]>>[C:12]([NH:16][C:17]([NH:1][CH2:2][CH2:3][N:4]1[CH:9]([CH3:10])[CH2:8][CH2:7][CH2:6][CH:5]1[CH3:11])=[S:18])(=[O:15])[CH2:13][CH3:14]. Reported procedure: By the general method described in Example 1, 1-(2-aminoethyl)-2,6-dimethylpiperidine is reacted with propionyl isothiocyanate to give the title compound which may be hydrolysed with 10% sodium hydroxide to give N-2[(2,6-dimethylpiperidino)-ethyl]thiourea. Starting materials: [Al+3], CCOCC, CON(C)C(=O)C1CCCC(N(C)C(=O)OC(C)(C)C)C1, [H-], [H-], [H-], [H-], [Li+]. The product is CN(C(=O)OC(C)(C)C)C1CCCC(C=O)C1. Reaction SMILES: [Al+3:2].[CH3:28][CH2:29][O:30][CH2:31][CH3:32].[CH3:7][O:8][N:9]([C:10](=[O:11])[CH:12]1[CH2:13][CH:14]([N:18]([C:19]([O:20][C:21]([CH3:22])([CH3:23])[CH3:24])=[O:25])[CH3:26])[CH2:15][CH2:16][CH2:17]1)[CH3:27].[H-:1].[H-:4].[H-:5].[H-:6].[Li+:3]>>[CH:10](=[O:11])[CH:12]1[CH2:13][CH:14]([N:18]([C:19]([O:20][C:21]([CH3:22])([CH3:23])[CH3:24])=[O:25])[CH3:26])[CH2:15][CH2:16][CH2:17]1. The product is C1(=CC=CC=C1)SCCOC1=CC=2CCCCC2C=C1 (2-(2-phenylthioethoxy)-5,6,7,8-tetrahydronaphthalene). Solvent: C(C)OCC (diethyl ether), C(C)OCC (diethyl ether). Procedure details: 5.1 g (0.033 mol) of 2-phenylthioethanol, 3.7 g (0.025 mol) of 5,6,7,8-tetrahydro-β-naphthol and 7.9 g (0.03 mol) of triphenylphosphine were dissolved in 60 g of diethyl ether and a solution of 5.2 g (0.03 mol) of diethyl azodicarboxylate in diethyl ether was added dropwise to the solution at room temperature. As a reaction SMILES: [C:1]1([S:7][CH2:8][CH2:9][OH:10])[CH:6]=[CH:5][CH:4]=[CH:3][CH:2]=1.[CH:11]1[C:20]2[CH2:19][CH2:18][CH2:17][CH2:16][C:15]=2[CH:14]=[CH:13][C:12]=1O.C1(P(C2C=CC=CC=2)C2C=CC=CC=2)C=CC=CC=1.N(C(OCC)=O)=NC(OCC)=O>C(OCC)C>[C:1]1([S:7][CH2:8][CH2:9][O:10][C:13]2[CH:12]=[CH:11][C:20]3[CH2:19][CH2:18][CH2:17][CH2:16][C:15]=3[CH:14]=2)[CH:6]=[CH:5][CH:4]=[CH:3][CH:2]=1. The reactants are N(=NC(=O)OCC)C(=O)OCC (diethyl azodicarboxylate), C1(=CC=CC=C1)SCCO (2-phenylthioethanol), C1=C(C=CC=2CCCCC12)O (5,6,7,8-tetrahydro-β-naphthol), C1(=CC=CC=C1)P(C1=CC=CC=C1)C1=CC=CC=C1 (triphenylphosphine). Run in N1=CC=CC=C1 (pyridine), C1=CC=CC=C1 (benzene), CC(=O)C (aceton), N1=CC=CC=C1 (pyridine). Reaction SMILES: [CH3:1][C:2]1C(C)=C2C(CCC(CCCC(CCCC(CCCC(C)C)C)C)(C)O2)=C(C)[C:3]=1O.P(Cl)(Cl)(Cl)=O.[Br:37][C:38]1[C:39](=[O:54])[NH:40][C:41](=[O:53])[N:42]([CH:52]=1)[C@@H:43]1[O:51][C@H:48]([CH2:49][OH:50])[C@@H:46]([OH:47])[C@H:44]1[OH:45].C1(C)C=CC(S(O)(=O)=O)=CC=1>CC(C)=O.N1C=CC=CC=1.C1C=CC=CC=1>[C:2](=[C:49]([OH:50])[C@H:48]1[O:51][C@@H:43]([N:42]2[CH:52]=[C:38]([Br:37])[C:39](=[O:54])[NH:40][C:41]2=[O:53])[C@H:44]([OH:45])[C@@H:46]1[OH:47])([CH3:3])[CH3:1]. Starting materials: CC1=C(C(=C2CCC(OC2=C1C)(C)CCCC(C)CCCC(C)CCCC(C)C)C)O (DL-alpha-tocopherol), P(=O)(Cl)(Cl)Cl (phosphorus oxychloride), BrC=1C(NC(N([C@H]2[C@H](O)[C@H](O)[C@@H](CO)O2)C1)=O)=O (5-bromouridine), C1(=CC=C(C=C1)S(=O)(=O)O)C (p-toluene-sulfonic acid). Procedure details: The phosphrylation reaction described in Example 1 is repeated except that 4.3 g (0.01 mol) of DL-alpha-tocopherol, 4 g of pyridine, 3.06 g of phosphorus oxychloride, and 50 ml of benzene are used. Separately, 5-bromouridine is treated with p-toluene-sulfonic acid in aceton to give isopropylidene-5-bromouridine and 4.35 g (0.012 mol) of this isopropylidene-5-bromouridine and 2 g of pyridine are dissolved in 60 ml of tetrahydrofuran. Then, the reaction and workup procedures of Example 1 are follo... The product is C(C)(C)=C([C@@H]1[C@H]([C@H]([C@@H](O1)N1C(=O)NC(=O)C(=C1)Br)O)O)O (isopropylidene-5-bromouridine).